This data is from the Open Reaction Database (ORD), a public repository of structured organic reaction records. The task is: describe an organic reaction: reactants, conditions, products, and yield The reactants are OC1=CC(=CC=2C(CCCC12)=O)OS(=O)(=O)C(F)(F)F (Trifluoro-methanesulfonic acid 4-hydroxy-8-oxo-5,6,7,8-tetrahydro-naphthalen-2-yl ester), C([O-])([O-])=O.[Cs+].[Cs+] (cesium carbonate), BrCC(=O)OC(C)(C)C (tert-butyl bromoacetate). Run in C(C)#N (acetonitrile). Conditions: time 15 hour. Yields the product C(C)(C)(C)OC(COC1=CC(=CC=2C(CCCC12)=O)OS(=O)(=O)C(F)(F)F)=O ((5-oxo-3-trifluoromethanesulfonyloxy-5,6,7,8-tetrahydro-naphthalen-1-yloxy)-acetic acid tert-butyl ester). Yield: 59.1%. Reaction SMILES: [OH:1][C:2]1[C:11]2[CH2:10][CH2:9][CH2:8][C:7](=[O:12])[C:6]=2[CH:5]=[C:4]([O:13][S:14]([C:17]([F:20])([F:19])[F:18])(=[O:16])=[O:15])[CH:3]=1.C(=O)([O-])[O-].[Cs+].[Cs+].Br[CH2:28][C:29]([O:31][C:32]([CH3:35])([CH3:34])[CH3:33])=[O:30]>C(#N)C>[C:32]([O:31][C:29](=[O:30])[CH2:28][O:1][C:2]1[C:11]2[CH2:10][CH2:9][CH2:8][C:7](=[O:12])[C:6]=2[CH:5]=[C:4]([O:13][S:14]([C:17]([F:20])([F:18])[F:19])(=[O:16])=[O:15])[CH:3]=1)([CH3:35])([CH3:34])[CH3:33] |f:1.2.3|. Reported procedure: To a suspension of trifluoro-methanesulfonic acid 4-hydroxy-8-oxo-5,6,7,8-tetrahydro-naphthalen-2-yl ester (XXVIII, 177 mg, 0.57 mmol) and cesium carbonate (372 mg, 1.14 mmol) in acetonitrile (5 mL) was added tert-butyl bromoacetate (167 mg, 0.86 mmol) at room temperature under nitrogen. The resulting suspension was stirred for 15 h at room temperature, and then concentrated under vacuum. The residue was diluted with water (10 mL) and ethyl acetate (20 mL). The aqueous layer was separated and ex... The reactants are OO (hydrogen peroxide), C(#N)C=1C(=C2CC[C@H](C2=CC1)OC1=CC2=C([C@@H](CO2)CC(=O)O)C=C1)CC1=CC=C(C=C1)SC ({(S)-6-[(R)-5-cyano-4-(4-methylsulfanyl-benzyl)-indan-1-yloxy]-2,3-dihydro-benzofuran-3-yl}-acetic acid). Reaction conditions: time 2 hour. Procedure details: Aqueous hydrogen peroxide (35%, 5 μL) is added to a solution of {(S)-6-[(R)-5-cyano-4-(4-methylsulfanyl-benzyl)-indan-1-yloxy]-2,3-dihydro-benzofuran-3-yl}-acetic acid (120 mg) in 1,1,1,3,3,3-hexafluoro-2-propanol (1.5 mL) at room temperature. The mixture is stirred at room temperature for 2 h and then diluted with ethyl acetate. The resulting mixture is washed with aqueous Na2S2C3 solution, 1 M aqueous HCl solution, and brine, and dried (Na2SO4). The solvent is evaporated to give the title comp... Product: C(#N)C=1C(=C2CC[C@H](C2=CC1)OC1=CC2=C([C@@H](CO2)CC(=O)O)C=C1)CC1=CC=C(C=C1)S(=O)C ({(S)-6-[(R)-5-Cyano-4-(4-methylsulfinyl-benzyl)-indan-1-yloxy]-2,3-dihydro-benzofuran-3-yl}-acetic acid). Run in FC(C(C(F)(F)F)O)(F)F (1,1,1,3,3,3-hexafluoro-2-propanol), C(C)(=O)OCC (ethyl acetate). Reaction SMILES: [OH:1]O.[C:3]([C:5]1[C:6]([CH2:28][C:29]2[CH:34]=[CH:33][C:32]([S:35][CH3:36])=[CH:31][CH:30]=2)=[C:7]2[C:11](=[CH:12][CH:13]=1)[C@H:10]([O:14][C:15]1[CH:27]=[CH:26][C:18]3[C@H:19]([CH2:22][C:23]([OH:25])=[O:24])[CH2:20][O:21][C:17]=3[CH:16]=1)[CH2:9][CH2:8]2)#[N:4]>FC(F)(F)C(O)C(F)(F)F.C(OCC)(=O)C>[C:3]([C:5]1[C:6]([CH2:28][C:29]2[CH:30]=[CH:31][C:32]([S:35]([CH3:36])=[O:1])=[CH:33][CH:34]=2)=[C:7]2[C:11](=[CH:12][CH:13]=1)[C@H:10]([O:14][C:15]1[CH:27]=[CH:26][C:18]3[C@H:19]([CH2:22][C:23]([OH:25])=[O:24])[CH2:20][O:21][C:17]=3[CH:16]=1)[CH2:9][CH2:8]2)#[N:4]. Reactants: ClCC=1C=C(OC2=NC=CC(=C2)C)C=CC1 (2-(3-Chloromethyl-phenoxy)-4-methyl-pyridine), C(C)OP(OCC)OCC (triethylphosphite), O (water). Solvent: C(C)(=O)OCC (ethyl acetate). Reaction conditions: temperature 150 celsius, time 16 hour. Yields the product C(C)OP(OCC)(=O)CC1=CC(=CC=C1)OC1=NC=CC(=C1)C ([3-(4-Methyl-pyridin-2-yloxy)-benzyl]-phosphonic acid diethyl ester). Yield: 39.3%. RXN SMILES: Cl[CH2:2][C:3]1[CH:4]=[C:5]([CH:14]=[CH:15][CH:16]=1)[O:6][C:7]1[CH:12]=[C:11]([CH3:13])[CH:10]=[CH:9][N:8]=1.[CH2:17]([O:19][P:20]([O:24]CC)[O:21][CH2:22][CH3:23])[CH3:18].O>C(OCC)(=O)C>[CH2:17]([O:19][P:20]([CH2:2][C:3]1[CH:16]=[CH:15][CH:14]=[C:5]([O:6][C:7]2[CH:12]=[C:11]([CH3:13])[CH:10]=[CH:9][N:8]=2)[CH:4]=1)(=[O:24])[O:21][CH2:22][CH3:23])[CH3:18]. Procedure: 2-(3-Chloromethyl-phenoxy)-4-methyl-pyridine (5.16 g, 22 mmol) from Step 2 was treated neat with triethylphosphite (4.68 mL, 27.3 mmol) and heated to 150° C. After 16 h, the reaction mixture was cooled to room temperature and partioned between water and ethyl acetate. The organic layer was separated and the aqueous was extracted again with ethyl acetate. The combined organic layer was dried over sodium sulfate, filtered and concentrated to give a residue. The residue was purified by silica gel c...